Dataset: the Open Reaction Database (ORD), a public repository of structured organic reaction records. Task: describe an organic reaction: reactants, conditions, products, and yield Starting materials: CO, Cc1cccc(C(=O)O)c1C, CN(C)C=O, O=S(Cl)Cl. Product: COC(=O)c1cccc(C)c1C. RXN SMILES: [CH3:1][OH:2].[CH3:7][c:8]1[c:9]([C:10](=[O:11])[OH:12])[cH:13][cH:14][cH:15][c:16]1[CH3:17].[O:18]=[CH:19][N:20]([CH3:21])[CH3:22].[S:3]([Cl:4])([Cl:5])=[O:6]>>[CH3:1][O:12][C:10]([c:9]1[c:8]([CH3:7])[c:16]([CH3:17])[cH:15][cH:14][cH:13]1)=[O:11]. Starting materials: compounds, C1(=CC=C(C=C1)S(=O)(=O)O)C.N1=CC=CC=C1 (pyridine p-toluenesulfonic acid), CO (methanol). The product is C(C=CC=CCCCCCCCCCCCC)O (Heptadec-2,4-dien-1-ol). Reaction SMILES: [C:1]1([CH3:11])[CH:6]=[CH:5][C:4](S(O)(=O)=O)=[CH:3][CH:2]=1.N1[CH:17]=[CH:16][CH:15]=[CH:14][CH:13]=1.[CH3:18][OH:19]>>[CH2:18]([OH:19])[CH:13]=[CH:14][CH:15]=[CH:16][CH2:17][CH2:6][CH2:1][CH2:2][CH2:3][CH2:2][CH2:3][CH2:4][CH2:5][CH2:6][CH2:1][CH3:11] |f:0.1|. Reported procedure: The mixture of compounds from Example 16(a) (0.24 mole) was dissolved in 3 liters of methanol and pyridine p-toluenesulfonic acid (0.012 mole) was added to the mixture, with stirring under argon at room temperature. The progress of the reaction was monitored by thin layer chromatography. When the reaction was complete the solvent was evaporated and the residue flash chromatographed on silica gel eluted with 90:10 hexane:ethyl acetate to give a 3:1 mixture of the resulting trans:cis isomers. Sepa... Starting materials: S(=O)(Cl)Cl (Thionyl chloride), C1(CC2C1CC=1C=CC=CC21)=NO (2,2a,7,7a-tetrahydro-cyclobuta[a]inden-1-one oxime). Run in O1CCOCC1 (1,4-dioxane). Run at time 8 hour. Yields the product C1(NCC2C1CC=1C=CC=CC21)=O (3,3a,8,8a-Tetrahydro-2H-2-aza-cyclopenta[a]inden-1-one). Reaction SMILES: S(Cl)(Cl)=[O:2].[C:5]1(=[N:16]O)[CH:8]2[CH2:9][C:10]3[CH:11]=[CH:12][CH:13]=[CH:14][C:15]=3[CH:7]2[CH2:6]1>O1CCOCC1>[C:5]1(=[O:2])[CH:8]2[CH2:9][C:10]3[CH:11]=[CH:12][CH:13]=[CH:14][C:15]=3[CH:7]2[CH2:6][NH:16]1. Procedure: Thionyl chloride (1.9 mL, 26.4 mmol) was added to a solution of 2,2a,7,7a-tetrahydro-cyclobuta[a]inden-1-one oxime (1.5 g, 8.8 mmol) in 1,4-dioxane (44 mL), and stirred overnight at room temperature. The reaction was quenched with saturated aqueous NaHCO3 (100 mL), and extracted with EtOAc (3×50 mL). The organic extracts were washed with brine, dried over MgSO4, and concentrated to give the subtitle compound and its regioisomer, which were used without further purification. MS calculated for C11... Yields the product COC(CC)C=1OC(=CC(C1OCC1=CC=CC=C1)=O)C (2-(1 ′-Methoxypropyl)-3-benzyloxy-6-methyl-pyran-4(1H)-one). Reactants: COCC=1OC(=CC(C1OCC1=CC=CC=C1)=O)C (2-methoxymethyl-3-benzyloxy-6-methyl-pyran-4(1 H)-one), OC(CC)C=1OC(=CC(C1OCC1=CC=CC=C1)=O)C (2-(1-hydroxypropyl)-3-benzyloxy-6-methyl-pyran-4(1H)-one). Yield: 90.3%. Reaction SMILES: [CH3:1][O:2][CH2:3][C:4]1[O:5][C:6]([CH3:19])=[CH:7][C:8](=[O:18])[C:9]=1[O:10][CH2:11][C:12]1[CH:17]=[CH:16][CH:15]=[CH:14][CH:13]=1.O[CH:21](C1OC(C)=CC(=O)C=1OCC1C=CC=CC=1)[CH2:22]C>>[CH3:1][O:2][CH:3]([C:4]1[O:5][C:6]([CH3:19])=[CH:7][C:8](=[O:18])[C:9]=1[O:10][CH2:11][C:12]1[CH:17]=[CH:16][CH:15]=[CH:14][CH:13]=1)[CH2:21][CH3:22]. Reported procedure: In an analogous procedure in the preparation of 2-methoxymethyl-3-benzyloxy-6-methyl-pyran-4(1 H)-one using 2-(1-hydroxypropyl)-3-benzyloxy-6-methyl-pyran-4(1H)-one (5.48 g, 20 mmol, 1 eq.) yielded the title compound (5.2 g, 90.3%) as an orange oil which solidified on cooling. Recrystallisation from CH2Cl2/Pet. ether 40/60 afforded the pure product as a white crystalline solid. m.p. 63-65 ° C. Starting materials: FCC(CF)N1CC(OCC1)CNC(OC(C)(C)C)=O (tert-butyl (4-(1,3-difluoropropan-2-yl)morpholin-2-yl)methylcarbamate), Cl (HCl). Solvent: O1CCOCC1 (dioxane), O1CCOCC1 (dioxane). Conditions: time 8 hour. Product: FCC(CF)N1CC(OCC1)CN ((4-(1,3-difluoropropan-2-yl)morpholin-2-yl)methanamine). Reaction SMILES: [F:1][CH2:2][CH:3]([N:6]1[CH2:11][CH2:10][O:9][CH:8]([CH2:12][NH:13]C(=O)OC(C)(C)C)[CH2:7]1)[CH2:4][F:5].Cl>O1CCOCC1>[F:5][CH2:4][CH:3]([N:6]1[CH2:11][CH2:10][O:9][CH:8]([CH2:12][NH2:13])[CH2:7]1)[CH2:2][F:1]. Procedure details: A solution of EXAMPLE 252A (538 mg) in dioxane (4 mL) was treated with 4.0M HCl in dioxane solution (1.8 mL). The reaction was stirred at room temperature overnight. The reaction mixture was concentrated under vacuum and used without further purification. Starting materials: CC(C)COc1cnccc1C(=O)O, CNOC, O=C(Cl)C(=O)Cl, ClCCl, Cl, c1ccncc1. Product: CON(C)C(=O)c1ccncc1OCC(C)C. Reaction SMILES: [CH2:1]([CH:2]([CH3:3])[CH3:4])[O:5][c:6]1[c:7]([C:8](=[O:9])[OH:10])[cH:11][cH:12][n:13][cH:14]1.[CH3:22][NH:23][O:24][CH3:25].[Cl:15][C:16]([C:17]([Cl:18])=[O:19])=[O:20].[Cl:32][CH2:33][Cl:34].[ClH:21].[cH:26]1[cH:27][cH:28][n:29][cH:30][cH:31]1>>[CH2:1]([CH:2]([CH3:3])[CH3:4])[O:5][c:6]1[c:7]([C:8](=[O:10])[N:23]([CH3:22])[O:24][CH3:25])[cH:11][cH:12][n:13][cH:14]1.